From a dataset of the Open Reaction Database (ORD), a public repository of structured organic reaction records. describe an organic reaction: reactants, conditions, products, and yield Procedure: Bromoacetaldehyde dimethyl acetal (7.8 g) was added portionwise to 3-benzylthio-5-mercapto-1,2,4-triazole (10 g) and sodium methoxide (2.5 g) in dimethylformamide (60 ml) under nitrogen. The mixture was heated at about 110° C. for 5 hours. Addition to water and isolation through ether gave 12.6 g of desired product, mp 73°-76° C. Product: C(C1=CC=CC=C1)SC1=NNC(=N1)SCC(OC)OC (3-benzylthio-5-(2,2-dimethoxyethylthio)-1,2,4-triazole). The yield is 90.4%. The reactants are O (water), COC(CBr)OC (Bromoacetaldehyde dimethyl acetal), C(C1=CC=CC=C1)SC1=NNC(=N1)S (3-benzylthio-5-mercapto-1,2,4-triazole), C[O-].[Na+] (sodium methoxide). Run in CCOCC (ether), CN(C=O)C (dimethylformamide). Reaction SMILES: [CH3:1][O:2][CH:3]([O:6][CH3:7])[CH2:4]Br.[CH2:8]([S:15][C:16]1[N:20]=[C:19]([SH:21])[NH:18][N:17]=1)[C:9]1[CH:14]=[CH:13][CH:12]=[CH:11][CH:10]=1.C[O-].[Na+].O>CN(C)C=O.CCOCC>[CH2:8]([S:15][C:16]1[N:20]=[C:19]([S:21][CH2:4][CH:3]([O:6][CH3:7])[O:2][CH3:1])[NH:18][N:17]=1)[C:9]1[CH:10]=[CH:11][CH:12]=[CH:13][CH:14]=1 |f:2.3|. Reaction conditions: temperature 110 celsius. Starting materials: COC(=O)C(C)O, CN(C)C=O, COc1cc(Cl)nc(SC)n1, [H-], [Na+], O. Product: COC(=O)C(C)Oc1cc(OC)nc(SC)n1. Reaction SMILES: [C:14]([CH:15]([OH:16])[CH3:17])(=[O:18])[O:19][CH3:20].[CH3:21][N:22]([CH3:23])[CH:24]=[O:25].[Cl:3][c:4]1[n:5][c:6]([S:12][CH3:13])[n:7][c:8]([O:10][CH3:11])[cH:9]1.[H-:1].[Na+:2].[OH2:26]>>[c:4]1([O:16][CH:15]([C:14](=[O:18])[O:19][CH3:20])[CH3:17])[n:5][c:6]([S:12][CH3:13])[n:7][c:8]([O:10][CH3:11])[cH:9]1.